From a dataset of the Open Reaction Database (ORD), a public repository of structured organic reaction records. describe an organic reaction: reactants, conditions, products, and yield Starting materials: O=C1CCC2(CC1)C(=O)Nc1cc(Br)cnc12, [Cl-], [Li]C, [NH4+], C1CCOC1. The product is CC1(O)CCC2(CC1)C(=O)Nc1cc(Br)cnc12. RXN SMILES: [Br:3][c:4]1[cH:5][c:6]2[c:7]([n:8][cH:9]1)[C:10]1([CH2:11][CH2:12][C:13](=[O:16])[CH2:14][CH2:15]1)[C:17](=[O:19])[NH:18]2.[Cl-:20].[Li:1][CH3:2].[NH4+:21].[O:22]1[CH2:23][CH2:24][CH2:25][CH2:26]1>>[CH3:2][C:13]1([OH:16])[CH2:12][CH2:11][C:10]2([c:7]3[c:6]([cH:5][c:4]([Br:3])[cH:9][n:8]3)[NH:18][C:17]2=[O:19])[CH2:15][CH2:14]1.